From a dataset of the Open Reaction Database (ORD), a public repository of structured organic reaction records. describe an organic reaction: reactants, conditions, products, and yield The reactants are mixture, solution, N (ammonia), FC(C1=C(C=CC=C1)S(=O)(=O)Cl)(F)F (2-(trifluoromethyl)benzenesulfonyl chloride), ClC1=NC2=CC=CC=C2N=C1Cl (2,3-dichloroquinoxaline), C([O-])([O-])=O.[K+].[K+] (potassium carbonate). Run in C(C)(=O)O (acetic acid), CO (methanol), CS(=O)C (dimethyl sulfoxide). Conditions: time 1 hour. Product: FC(C1=C(C=CC=C1)S(=O)(=O)NC1=NC2=CC=CC=C2N=C1Cl)(F)F (2-(trifluoromethyl)-N-{3-chloroquinoxalin-2-yl}benzenesulfonamide). Isolated yield 31.0%. RXN SMILES: [NH3:1].[F:2][C:3]([F:15])([F:14])[C:4]1[CH:9]=[CH:8][CH:7]=[CH:6][C:5]=1[S:10](Cl)(=[O:12])=[O:11].[Cl:16][C:17]1[C:26](Cl)=[N:25][C:24]2[C:19](=[CH:20][CH:21]=[CH:22][CH:23]=2)[N:18]=1.C(=O)([O-])[O-].[K+].[K+]>CO.C(O)(=O)C.CS(C)=O>[F:2][C:3]([F:15])([F:14])[C:4]1[CH:9]=[CH:8][CH:7]=[CH:6][C:5]=1[S:10]([NH:1][C:26]1[C:17]([Cl:16])=[N:18][C:19]2[C:24](=[CH:23][CH:22]=[CH:21][CH:20]=2)[N:25]=1)(=[O:12])=[O:11] |f:3.4.5|. Reported procedure: To a 7 mol/L solution of ammonia in methanol (4.0 mL), 2-(trifluoromethyl)benzenesulfonyl chloride (200 mg, 0.818 mmol) was added and the mixture was stirred at room temperature for 1 hour. After the reaction mixture was concentrated, 2,3-dichloroquinoxaline (162 mg, 0.818 mmol), potassium carbonate (113 mg, 0.818 mmol) and dimethyl sulfoxide (5.0 mL) were added to the residue, and the mixture was stirred at 150° C. for 1 hour. The reaction mixture was slowly added to a mixture (50 ml) of a 1% a... The reactants are O[C@@H]([C@@H](OC1=CC=C(C=C1)B(O)O)C)CCC=1C=NC=CC1 ((1S,2R)-4-(2-Hydroxy-1-methyl-4-pyridin-3-ylbutoxy)benzeneboronic acid), CC(=O)NC1=C(C=C(C=C1)C(F)(F)F)Br (2-bromo-4-(trifluoromethyl)acetanilide), C([O-])([O-])=O.[Na+].[Na+] (sodium carbonate). Reagents/catalysts: C=1C=CC(=CC1)[P](C=2C=CC=CC2)(C=3C=CC=CC3)[Pd]([P](C=4C=CC=CC4)(C=5C=CC=CC5)C=6C=CC=CC6)([P](C=7C=CC=CC7)(C=8C=CC=CC8)C=9C=CC=CC9)[P](C=1C=CC=CC1)(C=1C=CC=CC1)C=1C=CC=CC1 (tetrakis(triphenylphosphine)palladium). Solvent: C(C)O (ethanol). Product: O[C@@H]([C@@H](OC1=CC=C(C=C1)C1=C(C=CC(=C1)C(F)(F)F)NC(C)=O)C)CCC=1C=NC=CC1 ((1S,2R)-N-[4′-(2-Hydroxy-1-methyl-4-pyridin-3-yl-butoxy)-5-trifluoromethyl-biphenyl-2-yl]acetamide). The yield is 70.1%. As a reaction SMILES: [OH:1][C@H:2]([CH2:15][CH2:16][C:17]1[CH:18]=[N:19][CH:20]=[CH:21][CH:22]=1)[C@H:3]([CH3:14])[O:4][C:5]1[CH:10]=[CH:9][C:8](B(O)O)=[CH:7][CH:6]=1.[CH3:23][C:24]([NH:26][C:27]1[CH:32]=[CH:31][C:30]([C:33]([F:36])([F:35])[F:34])=[CH:29][C:28]=1Br)=[O:25].C(=O)([O-])[O-].[Na+].[Na+]>C(O)C.C1C=CC([P]([Pd]([P](C2C=CC=CC=2)(C2C=CC=CC=2)C2C=CC=CC=2)([P](C2C=CC=CC=2)(C2C=CC=CC=2)C2C=CC=CC=2)[P](C2C=CC=CC=2)(C2C=CC=CC=2)C2C=CC=CC=2)(C2C=CC=CC=2)C2C=CC=CC=2)=CC=1>[OH:1][C@H:2]([CH2:15][CH2:16][C:17]1[CH:18]=[N:19][CH:20]=[CH:21][CH:22]=1)[C@H:3]([CH3:14])[O:4][C:5]1[CH:10]=[CH:9][C:8]([C:28]2[CH:29]=[C:30]([C:33]([F:36])([F:35])[F:34])[CH:31]=[CH:32][C:27]=2[NH:26][C:24](=[O:25])[CH3:23])=[CH:7][CH:6]=1 |f:2.3.4,^1:50,52,71,90|. Procedure details: Prepared according to the method described in Example 12b) from (1S,2R)-4-(2-hydroxy-1-methyl-4-pyridin-3-ylbutoxy)benzeneboronic acid (0.15 g, Example 33), 2-bromo-4-(trifluoromethyl)acetanilide (0.28 g), 2M aqueous sodium carbonate (0.57 ml) and tetrakis(triphenylphosphine)palladium (0) (0.014 g) in ethanol (5 ml) with heating at reflux for 2 hours. After work up, the residue was purified by normal-phase HPLC eluting with a gradient of 0-5% ethanol in dichloromethane to give the title compound... The reactants are NC=1SC2=C(N1)C(=C(C=C2)Cl)Cl (2-amino-4,5-dichlorobenzothiazole), Cl (hydrochloric acid), N(=O)[O-].[Na+] (sodium nitrite). Solvent: O (water). Run at temperature 50 celsius, time 30 minute. Yields the product ClC1=C(C=CC2=C1NC(S2)=O)Cl (4,5-dichlorobenzothiazol-2-one). Isolated yield 81.8%. Reaction SMILES: N[C:2]1[S:3][C:4]2[CH:10]=[CH:9][C:8]([Cl:11])=[C:7]([Cl:12])[C:5]=2[N:6]=1.Cl.N([O-])=[O:15].[Na+]>O>[Cl:12][C:7]1[C:5]2[NH:6][C:2](=[O:15])[S:3][C:4]=2[CH:10]=[CH:9][C:8]=1[Cl:11] |f:2.3|. Procedure details: 33 g of 2-amino-4,5-dichlorobenzothiazole, 241 g of 30% hydrochloric acid and 33.9 g of water are introduced into a 750 ml pressure vessel at room temperature and subsequently heated to 50° C. After the mixture has been stirred for 30 minutes, 58.3 g of aqueous, 40% sodium nitrite solution are metered in at a uniform rate in the course of 3 hours at 50° C., with vigorous stirring. After metering in has ended, stirring is continued for 4 hours at 50° C. Excess nitrite is then removed by adding ap... Reactants: C1CCOC1, CS(=O)(=O)Cl, Nc1ccc(Cl)cc1C(=O)c1ccncc1, [Na+], [OH-], c1ccncc1. The product is CS(=O)(=O)Nc1ccc(Cl)cc1C(=O)c1ccncc1. RXN SMILES: [CH2:30]1[O:31][CH2:32][CH2:33][CH2:34]1.[CH3:23][S:24]([Cl:25])(=[O:26])=[O:27].[NH2:1][c:2]1[c:3]([C:9](=[O:10])[c:11]2[cH:12][cH:13][n:14][cH:15][cH:16]2)[cH:4][c:5]([Cl:8])[cH:6][cH:7]1.[Na+:29].[OH-:28].[cH:17]1[cH:18][cH:19][n:20][cH:21][cH:22]1>>[NH:1]([c:2]1[c:3]([C:9](=[O:10])[c:11]2[cH:12][cH:13][n:14][cH:15][cH:16]2)[cH:4][c:5]([Cl:8])[cH:6][cH:7]1)[S:24]([CH3:23])(=[O:26])=[O:27].